The task is: describe an organic reaction: reactants, conditions, products, and yield. This data is from the Open Reaction Database (ORD), a public repository of structured organic reaction records. Starting materials: COC(=O)c1ccc2c(c1)C(=C1C=C(c3ccc(CN4CCOCC4)cc3)C(C)(C)O1)C(=O)N2, CO, Cl, [Na+], [OH-]. The product is CC1(C)OC(=C2C(=O)Nc3ccc(C(=O)O)cc32)C=C1c1ccc(CN2CCOCC2)cc1. Reaction SMILES: [CH3:1][C:2]1([CH3:34])[C:3]([c:21]2[cH:22][cH:23][c:24]([CH2:27][N:28]3[CH2:29][CH2:30][O:31][CH2:32][CH2:33]3)[cH:25][cH:26]2)=[CH:4][C:5](=[C:7]2[C:8](=[O:20])[NH:9][c:10]3[cH:11][cH:12][c:13]([C:16](=[O:17])[O:18][CH3:19])[cH:14][c:15]32)[O:6]1.[CH3:38][OH:39].[ClH:37].[Na+:36].[OH-:35]>>[CH3:1][C:2]1([CH3:34])[C:3]([c:21]2[cH:22][cH:23][c:24]([CH2:27][N:28]3[CH2:29][CH2:30][O:31][CH2:32][CH2:33]3)[cH:25][cH:26]2)=[CH:4][C:5](=[C:7]2[C:8](=[O:20])[NH:9][c:10]3[cH:11][cH:12][c:13]([C:16](=[O:17])[OH:18])[cH:14][c:15]32)[O:6]1.